From a dataset of the Open Reaction Database (ORD), a public repository of structured organic reaction records. describe an organic reaction: reactants, conditions, products, and yield Product: O=C(c1cc(Cl)ccc1O)c1cc(Cl)cc([N+](=O)[O-])c1O. As a reaction SMILES: [CH3:23][C:24](=[O:25])[OH:26].[Cl:5][c:6]1[cH:7][cH:8][c:9]([OH:22])[c:10]([C:12](=[O:13])[c:14]2[c:15]([OH:21])[cH:16][cH:17][c:18]([Cl:20])[cH:19]2)[cH:11]1.[OH:1][N+:2]([O-:3])=[O:4]>>[O-:1][N+:2](=[O:4])[c:8]1[cH:7][c:6]([Cl:5])[cH:11][c:10]([C:12](=[O:13])[c:14]2[c:15]([OH:21])[cH:16][cH:17][c:18]([Cl:20])[cH:19]2)[c:9]1[OH:22]. Reactants: CC(=O)O, O=C(c1cc(Cl)ccc1O)c1cc(Cl)ccc1O, O=[N+]([O-])O. Starting materials: ClC1=CC(=C(OCC(=O)O)C=C1)CN1C[C@@H](N(CC1)S(=O)(=O)C1=CC=CC=C1)CC ([4-Chloro-2-[[(3S)-3-ethyl-4-(phenylsulfonyl)-1-piperazmyl]methyl]phenoxy]-acetic Acid), C1(=CC=CC=C1)CC(=O)Cl (phenylacetyl chloride). Product: ClC1=CC(=C(OCC(=O)O)C=C1)CN1C[C@@H](N(CC1)C(CC1=CC=CC=C1)=O)CC ([4-chloro-2-[[(3S)-3-ethyl-4-(phenylacetyl)-1-piperazinyl]methyl]phenoxy]-acetic acid). Reaction SMILES: [Cl:1][C:2]1[CH:12]=[CH:11][C:5]([O:6][CH2:7][C:8]([OH:10])=[O:9])=[C:4]([CH2:13][N:14]2[CH2:19][CH2:18][N:17](S(C3C=CC=CC=3)(=O)=O)[C@@H:16]([CH2:29][CH3:30])[CH2:15]2)[CH:3]=1.[C:31]1([CH2:37][C:38](Cl)=[O:39])[CH:36]=[CH:35][CH:34]=[CH:33][CH:32]=1>>[Cl:1][C:2]1[CH:12]=[CH:11][C:5]([O:6][CH2:7][C:8]([OH:10])=[O:9])=[C:4]([CH2:13][N:14]2[CH2:19][CH2:18][N:17]([C:38](=[O:39])[CH2:37][C:31]3[CH:36]=[CH:35][CH:34]=[CH:33][CH:32]=3)[C@@H:16]([CH2:29][CH3:30])[CH2:15]2)[CH:3]=1. Reported procedure: Prepared from the product from example 69 part f) and phenylacetyl chloride according to the procedure described in example 69 part g) to give the title compound as a white solid (30 mg). The reactants are C(CC)C1CNC2=C(O1)C=CC=C2 (2-propyl-3,4-dihydro-2H-benzo[b][1,4]oxazine), BrCCCBr (1,3-dibromo propane). The product is C(CC)C1CN(C2=C(O1)C=CC=C2)CCCBr (3-(2propyl-3,4-dihydro-2H-benzo[b][1,4]oxazin-4-yl)propylbromide). Isolated yield 33.0%. Reaction SMILES: [CH2:1]([CH:4]1[O:9][C:8]2[CH:10]=[CH:11][CH:12]=[CH:13][C:7]=2[NH:6][CH2:5]1)[CH2:2][CH3:3].[Br:14][CH2:15][CH2:16][CH2:17]Br>>[CH2:1]([CH:4]1[O:9][C:8]2[CH:10]=[CH:11][CH:12]=[CH:13][C:7]=2[N:6]([CH2:17][CH2:16][CH2:15][Br:14])[CH2:5]1)[CH2:2][CH3:3]. Procedure details: From 2-propyl-3,4-dihydro-2H-benzo[b][1,4]oxazine (1.65 g, 1 eq, 9.3 mmol) obtained in step (iii) above, and 1,3-dibromo propane (9.4 ml, 10 eq, 93 mmol) and following the procedure of step (iv), preparation 17 title compound (915 mg, yield 33%) was obtained as viscous oil. The reactants are BrC1=CC(=NC=C1)C1(CC1)C#N (1-(4-bromo-pyridin-2-yl)-cyclopropanecarbonitrile), C(C)(C)(C)OC(NC=1SC=C(N1)C)=O ((4-methyl-thiazol-2-yl)-carbamic acid tert-butyl ester). Reaction conditions: temperature 100 celsius, time 2 hour. Yields the product C(C)(C)(C)OC(NC=1SC(=C(N1)C)C1=CC(=NC=C1)C1(CC1)C#N)=O ({5-[2-(1-Cyano-cyclopropyl)-pyridin-4-yl]-4-methyl-thiazol-2-yl}-carbamic acid tert-butyl ester). Reaction SMILES: Br[C:2]1[CH:7]=[CH:6][N:5]=[C:4]([C:8]2([C:11]#[N:12])[CH2:10][CH2:9]2)[CH:3]=1.[C:13]([O:17][C:18](=[O:26])[NH:19][C:20]1[S:21][CH:22]=[C:23]([CH3:25])[N:24]=1)([CH3:16])([CH3:15])[CH3:14]>>[C:13]([O:17][C:18](=[O:26])[NH:19][C:20]1[S:21][C:22]([C:2]2[CH:7]=[CH:6][N:5]=[C:4]([C:8]3([C:11]#[N:12])[CH2:10][CH2:9]3)[CH:3]=2)=[C:23]([CH3:25])[N:24]=1)([CH3:16])([CH3:15])[CH3:14]. Reported procedure: The title compound is prepared in analogy to the procedure described in Step 1.3, but using 1-(4-bromo-pyridin-2-yl)-cyclopropanecarbonitrile (Step 18.3) and (4-methyl-thiazol-2-yl)-carbamic acid tert-butyl ester (Step 18.4). The reaction mixture is stirred for 2 h at 100° C., quenched by dilution with EtOAc/H2O, and extracted with EtOAc. The crude product is purified by silica gel column chromatography (Hex/EtOAc, 1:1) to afford 122 mg of the title compound as a white solid: ESI-MS: 357.1 [M+H]... Starting materials: CC1=C(C(=CC=C1)C)O (2,6-dimethylphenol), [H-].[Na+] (sodium hydride), C(C)(C)(C)OC(=O)N1CCN(CC1)C(=O)C1=C(N(C2=NC=CC(=C21)CCC)C2=CC=CC=C2)Cl (4-(2-Chloro-1-phenyl-4-propyl-1H-pyrrolo[2,3-b]pyridine-3-carbonyl)-piperazine-1-carboxylic acid tert-butyl ester). Solvent: CN1CCCC1=O (NMP). Run at time 20 minute. Yields the product CC1=C(OC2=C(C=3C(=NC=CC3CCC)N2C2=CC=CC=C2)C(=O)N2CCNCC2)C(=CC=C1)C ([2-(2,6-Dimethyl-phenoxy)-1-phenyl-4-propyl-1H-pyrrolo[2,3-b]pyridin-3-yl]-piperazin-1-yl-methanone). Yield: 35.1%. Reaction SMILES: [CH3:1][C:2]1[CH:7]=[CH:6][CH:5]=[C:4]([CH3:8])[C:3]=1[OH:9].[H-].[Na+].C(OC([N:19]1[CH2:24][CH2:23][N:22]([C:25]([C:27]2[C:35]3[C:30](=[N:31][CH:32]=[CH:33][C:34]=3[CH2:36][CH2:37][CH3:38])[N:29]([C:39]3[CH:44]=[CH:43][CH:42]=[CH:41][CH:40]=3)[C:28]=2Cl)=[O:26])[CH2:21][CH2:20]1)=O)(C)(C)C>CN1C(=O)CCC1>[CH3:1][C:2]1[CH:7]=[CH:6][CH:5]=[C:4]([CH3:8])[C:3]=1[O:9][C:28]1[N:29]([C:39]2[CH:40]=[CH:41][CH:42]=[CH:43][CH:44]=2)[C:30]2=[N:31][CH:32]=[CH:33][C:34]([CH2:36][CH2:37][CH3:38])=[C:35]2[C:27]=1[C:25]([N:22]1[CH2:23][CH2:24][NH:19][CH2:20][CH2:21]1)=[O:26] |f:1.2|. Reported procedure: To a solution of 2,6-dimethylphenol (152 mg, 1.24 mmol) in NMP (3 ml) was added sodium hydride (50 mg, 1.24 mmol, 60% dispersion in mineral oil), and the suspension was stirred at room temperature under an argon atmosphere for 20 min. After addition of 100 mg (207 μmol) of the compound of step 7, the reaction mixture was stirred for 2 h at 140° C. After cooling, the reaction mixture was quenched with water and extracted with EA. The organic phases were concentrated and the remaining residue was ... RXN SMILES: [CH2:1]1[C@@H:5]([CH2:6][CH2:7][CH2:8][CH2:9][C:10]([OH:12])=O)[S:4][S:3][CH2:2]1.O[N:14]1C(=O)CCC1=O.C(Cl)CCl>C(Cl)Cl.C(OCC)(=O)C>[CH2:1]1[C@@H:5]([CH2:6][CH2:7][CH2:8][CH2:9][C:10]([NH2:14])=[O:12])[S:4][S:3][CH2:2]1. Product: C1CSS[C@@H]1CCCCC(=O)N ((R)-Lipoamide). Procedure details: A solution of lipoic acid (25.6 g, 124 mmol), N-hydroxysuccinimide (15.6 g, 136 mmol), and EDC (26.1 g, 136 mmol) in anhydrous CH2Cl2 (300 mL) was stirred overnight at room temperature. The reaction mixture was diluted with ethyl acetate (500 mL) and washed with H2O (500 mL), saturated aqueous NaHCO3 (500 mL), saturated aqueous NaCl (500 mL) and dried (MgSO4). The drying agent was removed by filtration and the filtrate was concentrated to dryness giving the product as a yellow sold (35.4 g, 94%)... The reactants are C1CSS[C@@H]1CCCCC(=O)O (lipoic acid), ON1C(CCC1=O)=O (N-hydroxysuccinimide), C(CCl)Cl (EDC). Solvent: C(Cl)Cl (CH2Cl2), C(C)(=O)OCC (ethyl acetate). Reactants: CC1C(Nc2cnn(CC(=O)NCc3ccnc(C#N)c3)c(=O)c2Br)CC2CC1C2(C)C, CCOC(C)=O, [K+], [OH-]. The product is CC1C(Nc2cnn(CC(=O)NCc3ccnc(C(N)=O)c3)c(=O)c2Br)CC2CC1C2(C)C. RXN SMILES: [Br:1][c:2]1[c:3]([NH:22][CH:23]2[CH:24]([CH3:32])[CH:25]3[C:26]([CH3:30])([CH3:31])[CH:27]([CH2:28]2)[CH2:29]3)[cH:4][n:5][n:6]([CH2:9][C:10](=[O:11])[NH:12][CH2:13][c:14]2[cH:15][c:16]([C:20]#[N:21])[n:17][cH:18][cH:19]2)[c:7]1=[O:8].[CH3:33][CH2:34][O:35][C:36](=[O:37])[CH3:38].[K+:40].[OH-:39]>>[Br:1][c:2]1[c:3]([NH:22][CH:23]2[CH:24]([CH3:32])[CH:25]3[C:26]([CH3:30])([CH3:31])[CH:27]([CH2:28]2)[CH2:29]3)[cH:4][n:5][n:6]([CH2:9][C:10](=[O:11])[NH:12][CH2:13][c:14]2[cH:15][c:16]([C:20]([NH2:21])=[O:35])[n:17][cH:18][cH:19]2)[c:7]1=[O:8].